This data is from the Open Reaction Database (ORD), a public repository of structured organic reaction records. The task is: describe an organic reaction: reactants, conditions, products, and yield Reactants: C(C)(=O)NC1=CC=CC=C1 (acetanilide), CC=1C=C(C=CC1I)C1=CC(=C(C=C1)I)C (3,3'-dimethyl-4,4'-diiodobiphenyl), C([O-])([O-])=O.[K+].[K+] (potassium carbonate). The reagents and catalysts are [Cu] (copper). Solvent: [N+](=O)([O-])C1=CC=CC=C1 (nitrobenzene). The product is CC=1C=C(C=CC1N(C1=CC=CC=C1)C(C)=O)C1=CC(=C(C=C1)I)C (N-(3,3'-dimethyl-4'-iodo-4-biphenylyl)acetanilide). The yield is 69.3%. As a reaction SMILES: [C:1]([NH:4][C:5]1[CH:10]=[CH:9][CH:8]=[CH:7][CH:6]=1)(=[O:3])[CH3:2].[CH3:11][C:12]1[CH:13]=[C:14]([C:19]2[CH:24]=[CH:23][C:22](I)=[C:21]([CH3:26])[CH:20]=2)[CH:15]=[CH:16][C:17]=1[I:18].C(=O)([O-])[O-].[K+].[K+]>[Cu].[N+](C1C=CC=CC=1)([O-])=O>[CH3:26][C:21]1[CH:20]=[C:19]([C:14]2[CH:15]=[CH:16][C:17]([I:18])=[C:12]([CH3:11])[CH:13]=2)[CH:24]=[CH:23][C:22]=1[N:4]([C:1](=[O:3])[CH3:2])[C:5]1[CH:10]=[CH:9][CH:8]=[CH:7][CH:6]=1 |f:2.3.4|. Reported procedure: 16.2 g (0.12 mol) of acetanilide, 56.4 g (0.13 mol) of 3,3'-dimethyl-4,4'-diiodobiphenyl, 18.0 g (0.13 mol) of anhydrous potassium carbonate, 1.71 g (0.027 mol) of copper powder, and 30 ml of nitrobenzene were mixed. The reaction mixture was then allowed to undergo reaction at a temperature of 192° C. to 203° C. for 13 hours. The reaction product was then extracted with 160 ml of toluene. The insoluble contents were removed by filtration. The filtrate was then concentrated to dryness. The concen... Starting materials: ClC1=C(C=O)C=CC=C1 (2-Chlorobenzaldehyde), N1=C(C=CC=C1)NC(\C=C(\C)/N)=O (N-(pyrid-2-yl)-3-aminocrotonamide), CC1=NN=C(N1CCOCC(CC(=O)OCC)=O)C1=CC=CC=C1 (ethyl 4-[2-(3-methyl-5-phenyl-4H-1,2,4-triazol-4-yl)ethoxy]-3-oxobutanoate). Solvent: C(C)O (ethanol). Product: ClC1=C(C=CC=C1)C1C(=C(NC(=C1C(NC1=NC=CC=C1)=O)C)COCCN1C(=NN=C1C1=CC=CC=C1)C)C(=O)OCC (4-(2-Chlorophenyl)-3-ethoxycarbonyl-6-methyl-5-(N-pyrid-2-yl-carbamoyl)-2-[2-(3-methyl-5-phenyl-4H-1,2,4-triazol-4-yl)ethoxymethyl]-1,4-dihydropyridine). The yield is 17.7%. Reaction SMILES: [Cl:1][C:2]1[CH:9]=[CH:8][CH:7]=[CH:6][C:3]=1[CH:4]=O.[N:10]1[CH:15]=[CH:14][CH:13]=[CH:12][C:11]=1[NH:16][C:17](=[O:22])/[CH:18]=[C:19](\[NH2:21])/[CH3:20].[CH3:23][C:24]1[N:28]([CH2:29][CH2:30][O:31][CH2:32][C:33](=O)[CH2:34][C:35]([O:37][CH2:38][CH3:39])=[O:36])[C:27]([C:41]2[CH:46]=[CH:45][CH:44]=[CH:43][CH:42]=2)=[N:26][N:25]=1>C(O)C>[Cl:1][C:2]1[CH:9]=[CH:8][CH:7]=[CH:6][C:3]=1[CH:4]1[C:18]([C:17](=[O:22])[NH:16][C:11]2[CH:12]=[CH:13][CH:14]=[CH:15][N:10]=2)=[C:19]([CH3:20])[NH:21][C:33]([CH2:32][O:31][CH2:30][CH2:29][N:28]2[C:27]([C:41]3[CH:42]=[CH:43][CH:44]=[CH:45][CH:46]=3)=[N:26][N:25]=[C:24]2[CH3:23])=[C:34]1[C:35]([O:37][CH2:38][CH3:39])=[O:36]. Reported procedure: 2-Chlorobenzaldehyde (0.3 g, 2.12 mmole), N-(pyrid-2-yl)-3-aminocrotonamide (0.38 g, 2.12 mmole) (obtained from N-(pyrid-2-yl)-3-oxobutanamide by reaction with ethanolic ammonia at room temperature for 16 hours) and ethyl 4-[2-(3-methyl-5-phenyl-4H-1,2,4-triazol-4-yl)ethoxy]-3-oxobutanoate (0.7 g, 2.12 mmole) were dissolved in absolute ethanol (25 ml) and the mixture heated under reflux for 5 hours. The solution was cooled and concentrated to dryness under reduced pressure. The residue was chrom... The reactants are FC1=C(COC=2C=3N(C=CC2)C(=C(N3)C)C(=O)OCC)C=CC=C1 (ethyl 8-[(2-fluorobenzyl)oxy]-2-methylimidazo[1,2-a]pyridine-3-carboxylate), C1CCOC1 (THF), [OH-].[Na+] (sodium hydroxide). Run in C(C)O (ethanol). Reaction conditions: time 4 day. Yields the product FC1=C(COC=2C=3N(C=CC2)C(=C(N3)C)C(=O)O)C=CC=C1 (8-[(2-fluorobenzyl)oxy]-2-methylimidazo[1,2-a]pyridine-3-carboxylic acid). The yield is 100.7%. Reaction SMILES: [F:1][C:2]1[CH:24]=[CH:23][CH:22]=[CH:21][C:3]=1[CH2:4][O:5][C:6]1[C:7]2[N:8]([C:12]([C:16]([O:18]CC)=[O:17])=[C:13]([CH3:15])[N:14]=2)[CH:9]=[CH:10][CH:11]=1.C1COCC1.[OH-].[Na+]>C(O)C>[F:1][C:2]1[CH:24]=[CH:23][CH:22]=[CH:21][C:3]=1[CH2:4][O:5][C:6]1[C:7]2[N:8]([C:12]([C:16]([OH:18])=[O:17])=[C:13]([CH3:15])[N:14]=2)[CH:9]=[CH:10][CH:11]=1 |f:2.3|. Reported procedure: To 2.16 g of ethyl 8-[(2-fluorobenzyl)oxy]-2-methylimidazo[1,2-a]pyridine-3-carboxylate were added 20 ml of THF, 40 ml of ethanol, and 20 ml of a 1 M aqueous sodium hydroxide solution, followed by stirring for 4 days. The solvent was evaporated under reduced pressure, and water and 1 M hydrochloric acid were added thereto. The insoluble material was collected by filtration and dried to obtain 1.99 g of 8-[(2-fluorobenzyl)oxy]-2-methylimidazo[1,2-a]pyridine-3-carboxylic acid. Reactants: ClS(=O)(=O)C1=CC=2C3=C(C(NC2C=C1)=O)NC=C3C(=O)O (8-chlorosulfonyl-4-oxo-4,5-dihydro-3H-pyrrolo[2,3-c]quinoline-1-carboxylic acid), CN(CCCN)C (3-dimethylaminopropylamine). The product is CN(CCCNS(=O)(=O)C1=CC=2C3=C(C(NC2C=C1)=O)NC=C3)C.C(C)C(=O)[O-] (8-(3-dimethylamino-propylsulfamoyl)-4-oxo-4,5-dihydro-3H-pyrrolo[2,3-c]quinoline 1-ethyl carboxylate). The yield is 20.3%. Reaction SMILES: Cl[S:2]([C:5]1[CH:14]=[CH:13][C:12]2[NH:11][C:10](=[O:15])[C:9]3[NH:16][CH:17]=[C:18]([C:19]([OH:21])=[O:20])[C:8]=3[C:7]=2[CH:6]=1)(=[O:4])=[O:3].[CH3:22][N:23]([CH3:28])[CH2:24][CH2:25][CH2:26][NH2:27]>>[CH3:22][N:23]([CH3:28])[CH2:24][CH2:25][CH2:26][NH:27][S:2]([C:5]1[CH:14]=[CH:13][C:12]2[NH:11][C:10](=[O:15])[C:9]3[NH:16][CH:17]=[CH:18][C:8]=3[C:7]=2[CH:6]=1)(=[O:3])=[O:4].[CH2:18]([C:19]([O-:21])=[O:20])[CH3:17] |f:2.3|. Reported procedure: This compound is prepared according to synthesis 25, from 115 mg (0.35 mmol) of 8-chlorosulfonyl-4-oxo-4,5-dihydro-3H-pyrrolo[2,3-c]quinoline-1-carboxylic acid (synthesis 2) and 53 μL (0.42 mmol) of 3-dimethylaminopropylamine. After purification by chromatography on silica (eluent chloroform/methanol/ammonia 160/25/4), 15 mg (10%) of 8-(3-dimethylamino-propylsulfamoyl)-4-oxo-4,5-dihydro-3H-pyrrolo[2,3-c]quinoline-1-ethyl carboxylate is obtained in the form of a white solid. The reactants are C1=CC(=CC=2SC3=C(C=CC21)C=CC=C3)C(=O)O (dibenzo[b,f]thiepin-3-carboxylic acid), [Cl-].[NH4+] (ammonium chloride), C[Li] (methyl lithium), CCOCC (ether). Run in C1CCOC1 (THF). Run at temperature 0 celsius, time 1 hour. Product: C(C)(=O)C=1C=CC2=C(SC3=C(C=C2)C=CC=C3)C1 (3-Acetyldibenzo[b,f]thiepin). Reaction SMILES: [CH:1]1[C:11]2[CH:10]=[CH:9][C:8]3[CH:12]=[CH:13][CH:14]=[CH:15][C:7]=3[S:6][C:5]=2[CH:4]=[C:3]([C:16]([OH:18])=O)[CH:2]=1.C[Li].[CH3:21]COCC.[Cl-].[NH4+]>C1COCC1>[C:16]([C:3]1[CH:2]=[CH:1][C:11]2[CH:10]=[CH:9][C:8]3[CH:12]=[CH:13][CH:14]=[CH:15][C:7]=3[S:6][C:5]=2[CH:4]=1)(=[O:18])[CH3:21] |f:3.4|. Reported procedure: To a solution of dibenzo[b,f]thiepin-3-carboxylic acid (U.S. Pat. No. 4,536,507 (1985)) (415 mg, 1.63 mmole) in THF (20 mL) at 0° C. there was added methyl lithium in ether 1.4M (2.56 mL, 3.59 mmol); the mixture was stirred at 0° C. for 1 hour, then poured onto a well-stirred saturated aqueous ammonium chloride solution (100 mL). The organic phase was collected, washed twice with brine, dried and evaporated. Column chromatography on silica gel, eluting with a 1:2 mixture of ethyl acetate-hexane,... Starting materials: C1CO1, C1CCOC1, [Li]CCCC, COc1cccc(Cl)n1, O. Yields the product COc1nc(Cl)ccc1CCO. As a reaction SMILES: [CH2:15]1[CH2:16][O:17]1.[CH2:19]1[O:20][CH2:21][CH2:22][CH2:23]1.[CH3:10][CH2:11][CH2:12][CH2:13][Li:14].[Cl:1][c:2]1[n:3][c:4]([O:8][CH3:9])[cH:5][cH:6][cH:7]1.[OH2:18]>>[Cl:1][c:2]1[n:3][c:4]([O:8][CH3:9])[c:5]([CH2:15][CH2:16][OH:17])[cH:6][cH:7]1. Starting materials: C(C)(C)(C)OC(=O)NCC1=CC(=C(C(=O)NC2CCCCCC2)C=C1)Cl (4-tert-butoxycarbonylaminomethyl-2-chloro-N-cycloheptyl-benzamide), FC(C(=O)O)(F)F (trifluoroacetic acid). Run in ClCCl (dichloromethane). Run at time 1 hour. Yields the product NCC1=CC(=C(C(=O)NC2CCCCCC2)C=C1)Cl (4-Aminomethyl-2-chloro-N-cycloheptyl-benzamide). Isolated yield 87.9%. As a reaction SMILES: C(OC([NH:8][CH2:9][C:10]1[CH:25]=[CH:24][C:13]([C:14]([NH:16][CH:17]2[CH2:23][CH2:22][CH2:21][CH2:20][CH2:19][CH2:18]2)=[O:15])=[C:12]([Cl:26])[CH:11]=1)=O)(C)(C)C.FC(F)(F)C(O)=O>ClCCl>[NH2:8][CH2:9][C:10]1[CH:25]=[CH:24][C:13]([C:14]([NH:16][CH:17]2[CH2:23][CH2:22][CH2:21][CH2:20][CH2:19][CH2:18]2)=[O:15])=[C:12]([Cl:26])[CH:11]=1. Procedure: Dissolve 4-tert-butoxycarbonylaminomethyl-2-chloro-N-cycloheptyl-benzamide (624 mg, 1.6 mmol) in dichloromethane (30 mL) then add trifluoroacetic acid (2 mL). Stir the solution at room temperature under a nitrogen atmosphere for 1 h. Concentrate the mixture in vacuo. Purify the crude mixture by SCX chromatography to obtain the desired intermediate (395 mg, 85%). MS (ES+) m/z: 281.2 (M+H)+. The reactants are ClC1=CC=NC2=CC(=C(C=C12)OC)OC (4-Chloro-6,7-dimethoxyquinoline), ClC1=C(C=CC=C1)Cl (o-dichlorobenzene), C(C)OC=1C(C(=O)O)=CC(=CC1)OC (ethyl 5-methoxysalicylic acid), O (water). The reagents and catalysts are CN(C1=CC=NC=C1)C (4-dimethylaminopyridine). Conditions: temperature 180 celsius, time 4 hour. Product: COC=1C=C2C(=CC=NC2=CC1OC)OC1=C(C(=O)OCC)C=C(C=C1)OC (Ethyl 2-[(6,7-dimethoxy-4-quinolyl)oxy]-5-methoxybenzoate). Isolated yield 170.0%. RXN SMILES: Cl[C:2]1[C:11]2[C:6](=[CH:7][C:8]([O:14][CH3:15])=[C:9]([O:12][CH3:13])[CH:10]=2)[N:5]=[CH:4][CH:3]=1.C([O:18][C:19]1[C:20](=[CH:24][C:25]([O:28][CH3:29])=[CH:26][CH:27]=1)[C:21]([OH:23])=[O:22])C.O.Cl[C:32]1C=CC=C[C:33]=1Cl>CN(C)C1C=CN=CC=1>[CH3:13][O:12][C:9]1[CH:10]=[C:11]2[C:6](=[CH:7][C:8]=1[O:14][CH3:15])[N:5]=[CH:4][CH:3]=[C:2]2[O:18][C:19]1[CH:27]=[CH:26][C:25]([O:28][CH3:29])=[CH:24][C:20]=1[C:21]([O:23][CH2:32][CH3:33])=[O:22]. Reported procedure: 4-Chloro-6,7-dimethoxyquinoline (514 mg), ethyl 5-methoxysalicylic acid (1.35 g), and 4-dimethylaminopyridine (843 mg) were suspended in o-dichlorobenzene (8 ml), and the suspension was stirred at 180° C. for 4 hr. The reaction solution was cooled to room temperature, water was then added to the reaction solution, and the mixture was extracted with ethyl acetate. The ethyl acetate layer was then washed with water and saturated brine and was dried over anhydrous sodium sulfate. The solvent was re...